From a dataset of the Open Reaction Database (ORD), a public repository of structured organic reaction records. describe an organic reaction: reactants, conditions, products, and yield The reactants are C1(CCCC1)NC1=NC(=NC(=C1C)C)NCC1=NC=CC=C1 (N4-cyclopentyl-5,6-dimethyl-N2-(pyridin-2-ylmethyl)pyrimidine-2,4-diamine), Cl.FC1(CC(CC1)N)F (3,3-difluorocyclopentylamine hydrochloride). The product is FC1(CC(CC1)NC1=NC(=NC(=C1C)C)NCC1=NC=CC=C1)F (N4-(3,3-difluorocyclopentyl)-5,6-dimethyl-N2-(pyridin-2-ylmethyl)pyrimidine-2,4-diamine). As a reaction SMILES: C1(N[C:7]2[C:12]([CH3:13])=[C:11]([CH3:14])[N:10]=[C:9]([NH:15][CH2:16][C:17]3[CH:22]=[CH:21][CH:20]=[CH:19][N:18]=3)[N:8]=2)CCCC1.Cl.[F:24][C:25]1([F:31])[CH2:29][CH2:28][CH:27]([NH2:30])[CH2:26]1>>[F:24][C:25]1([F:31])[CH2:29][CH2:28][CH:27]([NH:30][C:7]2[C:12]([CH3:13])=[C:11]([CH3:14])[N:10]=[C:9]([NH:15][CH2:16][C:17]3[CH:22]=[CH:21][CH:20]=[CH:19][N:18]=3)[N:8]=2)[CH2:26]1 |f:1.2|. Procedure: The titled compound was synthesized according to the procedure described for preparation of N4-cyclopentyl-5,6-dimethyl-N2-(pyridin-2-ylmethyl)pyrimidine-2,4-diamine (Example 29) using 3,3-difluorocyclopentylamine hydrochloride instead of cyclopentanamine. The crude material was purified by column chromatography eluting with mixture of chloroform/ethanol/20% water solution of ammonia (200:10:1), and then the final product was washed with diethyl ether to afford the titled compound as a white sol... The reactants are C=CCOc1ccc(CCO)cc1, CS(C)=O, BrCC1CC1, [H-], [Na+]. The product is C=CCOc1ccc(CCOCC2CC2)cc1. RXN SMILES: [CH2:3]([CH:4]=[CH2:5])[O:6][c:7]1[cH:8][cH:9][c:10]([CH2:13][CH2:14][OH:15])[cH:11][cH:12]1.[CH3:21][S:22](=[O:23])[CH3:24].[CH:16]1([CH2:19][Br:20])[CH2:17][CH2:18]1.[H-:1].[Na+:2]>>[CH2:3]([CH:4]=[CH2:5])[O:6][c:7]1[cH:8][cH:9][c:10]([CH2:13][CH2:14][O:15][CH2:19][CH:16]2[CH2:17][CH2:18]2)[cH:11][cH:12]1. Starting materials: Cc1nc2ccccc2n1-c1nc(N2CCOCC2)c2nc(C=O)n(C)c2n1, CC1(CN)COC1. Yields the product Cc1nc2ccccc2n1-c1nc(N2CCOCC2)c2nc(CNCC3(C)COC3)n(C)c2n1. RXN SMILES: [CH3:1][n:2]1[c:3]2[n:4][c:5](-[n:19]3[c:20]([CH3:28])[n:21][c:22]4[c:23]3[cH:24][cH:25][cH:26][cH:27]4)[n:6][c:7]([N:13]3[CH2:14][CH2:15][O:16][CH2:17][CH2:18]3)[c:8]2[n:9][c:10]1[CH:11]=[O:12].[CH3:29][C:30]1([CH2:34][NH2:35])[CH2:31][O:32][CH2:33]1>>[CH3:1][n:2]1[c:3]2[n:4][c:5](-[n:19]3[c:20]([CH3:28])[n:21][c:22]4[c:23]3[cH:24][cH:25][cH:26][cH:27]4)[n:6][c:7]([N:13]3[CH2:14][CH2:15][O:16][CH2:17][CH2:18]3)[c:8]2[n:9][c:10]1[CH2:11][NH:35][CH2:34][C:30]1([CH3:29])[CH2:31][O:32][CH2:33]1. The reactants are [N+](=O)([O-])C1=C(C=CC=C1)O (2-nitrophenol), C(C)(=O)O[C@H]1[C@H](SC[C@H]([C@@H]1OC(C)=O)OC(C)=O)Br (2,3,4-tri-O-acetyl-5-thio-α-D-xylopyranosyl bromide). The reagents and catalysts are [N-]1C=NC=C1.[Ag+] (silver imidazolate), [Cl-].[Zn+2].[Cl-] (zinc chloride). The solvent is C(Cl)Cl (methylene chloride). Product: C(C)(=O)O[C@H]1[C@H](OC2=C(C=CC=C2)[N+](=O)[O-])SC[C@H]([C@@H]1OC(C)=O)OC(C)=O (2-nitrophenyl 2,3,4-tri-O-acetyl-5-thio-β-D-xylopyranoside). Yield: 15.3%. As a reaction SMILES: [N+:1]([C:4]1[CH:9]=[CH:8][CH:7]=[CH:6][C:5]=1[OH:10])([O-:3])=[O:2].[C:11]([O:14][C@@H:15]1[C@@H:20]([O:21][C:22](=[O:24])[CH3:23])[C@H:19]([O:25][C:26](=[O:28])[CH3:27])[CH2:18][S:17][C@@H:16]1Br)(=[O:13])[CH3:12]>C(Cl)Cl.[N-]1C=CN=C1.[Ag+].[Cl-].[Zn+2].[Cl-]>[C:11]([O:14][C@@H:15]1[C@@H:20]([O:21][C:22](=[O:24])[CH3:23])[C@H:19]([O:25][C:26](=[O:28])[CH3:27])[CH2:18][S:17][C@H:16]1[O:10][C:5]1[CH:6]=[CH:7][CH:8]=[CH:9][C:4]=1[N+:1]([O-:3])=[O:2])(=[O:13])[CH3:12] |f:3.4,5.6.7|. Reported procedure: If the procedure described in Preparation LXXXIII is followed starting from 2 g (14.4.10-3 mol) of 2-nitrophenol, 2.5 g (14.2.10-3 mol) of silver imidazolate, 6 g (15.7.10-3 mol) of 2,3,4-tri-O-acetyl-5-thio-α-D-xylopyranosyl bromide and 4 g (29.3.10-3 mol) of zinc chloride in 80 ml of methylene chloride, 0.91 g (yield: 15%) of the expected product is obtained after purification by chromatography on silica gel using a hexane/ethyl acetate mixture (2/1 v/v) as the eluent, and precipitation in eth... The solvent is C(C)O (ethanol), CN(C)C=O (DMF), C(C)O (Ethanol). Yields the product S1C=2N(CC1)C1=C(N2)C=C(C=C1)CO ((2,3-Dihydro-benzo[4,5]imidazo[2,1-b]thiazol-7-yl)-methanol). Conditions: time 5 minute. Yield: 72.9%. Reported procedure: To a round bottomed flask was added 2.83 grams of 2-Thioxo-2,3-dihydro-1H-benzoimidazole-5-carboxylic acid methyl ester, 2.55 grams of dibromoethane and 50 ml DMF and 50 ml ethanol. The mixture was refluxed for 10 hours. Then it was concentrated to dry on a rotary evaporator. The solid was next dissolved in 100 ml THF and 20 ml of 1 M LiAlH4 (in THF) was next injected within five minutes. The reaction media was stirred at room temperature for one hour. Ethanol was next added (˜10 ml), followed b... The reactants are COC(=O)C1=CC2=C(NC(N2)=S)C=C1 (2-Thioxo-2,3-dihydro-1H-benzoimidazole-5-carboxylic acid methyl ester), BrC(C)Br (dibromoethane), [OH-].[Na+] (sodium hydroxide), Cl (HCl). As a reaction SMILES: CO[C:3]([C:5]1[CH:14]=[CH:13][C:8]2[NH:9][C:10](=[S:12])[NH:11][C:7]=2[CH:6]=1)=[O:4].Br[CH:16](Br)[CH3:17].Cl.[OH-].[Na+]>C(O)C.CN(C=O)C>[S:12]1[CH2:17][CH2:16][N:9]2[C:8]3[CH:13]=[CH:14][C:5]([CH2:3][OH:4])=[CH:6][C:7]=3[N:11]=[C:10]12 |f:3.4|. The reactants are CCOC(=O)c1ccccc1N, CN(C)P(=O)(N(C)C)N(C)C, O, BrCCOc1cccc2ccccc12. Yields the product CCOC(=O)c1ccccc1NCCOc1cccc2ccccc12. As a reaction SMILES: [C:15]([c:16]1[c:17]([NH2:18])[cH:19][cH:20][cH:21][cH:22]1)(=[O:23])[O:24][CH2:25][CH3:26].[CH3:27][N:28]([P:29]([N:30]([CH3:31])[CH3:32])([N:33]([CH3:34])[CH3:35])=[O:36])[CH3:37].[OH2:38].[c:1]1([O:11][CH2:12][CH2:13][Br:14])[cH:2][cH:3][cH:4][c:5]2[cH:6][cH:7][cH:8][cH:9][c:10]12>>[c:1]1([O:11][CH2:12][CH2:13][NH:18][c:17]2[c:16]([C:15](=[O:23])[O:24][CH2:25][CH3:26])[cH:22][cH:21][cH:20][cH:19]2)[cH:2][cH:3][cH:4][c:5]2[cH:6][cH:7][cH:8][cH:9][c:10]12.